Dataset: the Open Reaction Database (ORD), a public repository of structured organic reaction records. Task: describe an organic reaction: reactants, conditions, products, and yield Reactants: C(C)(C)(C)OC(NC=1COCC(N1)(C)C1=CC(=CC=C1)C=1C=NC=C(C1)C#N)=O ((RS)-{5-[3-(5-cyano-pyridin-3-yl)-phenyl]-5-methyl-5,6-dihydro-2H-[1,4]oxazin-3-yl}-carbamic acid tert-butyl ester), FC(C(=O)O)(F)F (trifluoroacetic acid). Solvent: ClCCl (dichloromethane). Conditions: time 30 minute. Yields the product FC(C(=O)O)(F)F.NC1=NC(COC1)(C)C=1C=C(C=CC1)C=1C=NC=C(C#N)C1 (5-[3-(5-Amino-3-methyl-3,6-dihydro-2H-[1,4]oxazin-3-yl)-phenyl]-nicotinonitrile trifluoroacetate). As a reaction SMILES: C(OC(=O)[NH:7][C:8]1[CH2:9][O:10][CH2:11][C:12]([C:15]2[CH:20]=[CH:19][CH:18]=[C:17]([C:21]3[CH:22]=[N:23][CH:24]=[C:25]([C:27]#[N:28])[CH:26]=3)[CH:16]=2)([CH3:14])[N:13]=1)(C)(C)C.[F:30][C:31]([F:36])([F:35])[C:32]([OH:34])=[O:33]>ClCCl>[F:30][C:31]([F:36])([F:35])[C:32]([OH:34])=[O:33].[NH2:7][C:8]1[CH2:9][O:10][CH2:11][C:12]([C:15]2[CH:16]=[C:17]([C:21]3[CH:22]=[N:23][CH:24]=[C:25]([CH:26]=3)[C:27]#[N:28])[CH:18]=[CH:19][CH:20]=2)([CH3:14])[N:13]=1 |f:3.4|. Procedure details: A solution of (RS)-{5-[3-(5-cyano-pyridin-3-yl)-phenyl]-5-methyl-5,6-dihydro-2H-[1,4]oxazin-3-yl}-carbamic acid tert-butyl ester (49 mg, 0.13 mmol) in dichloromethane (1.5 ml) was treated with trifluoroacetic acid (1.03 ml, 13.3 mmol). The orange colored solution was stirred at room temperature for 30 minutes. For the workup, the solution was evaporated at high vacuum. Heptane was added to the oily residue, and the resulting suspension was evaporated at reduced pressure. After drying at high vac...